This data is from the Open Reaction Database (ORD), a public repository of structured organic reaction records. The task is: describe an organic reaction: reactants, conditions, products, and yield Reactants: C(O)([O-])=O.[Na+] (sodium hydrogencarbonate), C1(=CC=CC=C1)N1CCNCC1 (4-phenylpiperazine), COC=1C=CC(=C2CCC(NC12)=O)C(CCCl)=O (8-methoxy-5-(3-chloropropionyl)-3,4-dihydrocarbostyril), [I-].[Na+] (sodium iodide). Run in CCOCC (ether), C(C)N(CC)CC (triethyl amine), CN(C=O)C (dimethylformamide). Reaction conditions: temperature 40 celsius, time 1 hour. Yields the product COC=1C=CC(=C2CCC(NC12)=O)C(CCN1CCN(CC1)C1=CC=CC=C1)=O (8-methoxy-5-[1-oxo-3-(4-phenyl-1-piperazinyl)propyl]-3,4-dihydrocarbostyril). As a reaction SMILES: [CH3:1][O:2][C:3]1[CH:4]=[CH:5][C:6]([C:14](=[O:18])[CH2:15][CH2:16]Cl)=[C:7]2[C:12]=1[NH:11][C:10](=[O:13])[CH2:9][CH2:8]2.[I-].[Na+].[C:21]1([N:27]2[CH2:32][CH2:31][NH:30][CH2:29][CH2:28]2)[CH:26]=[CH:25][CH:24]=[CH:23][CH:22]=1.C(=O)([O-])O.[Na+]>CN(C)C=O.CCOCC.C(N(CC)CC)C>[CH3:1][O:2][C:3]1[CH:4]=[CH:5][C:6]([C:14](=[O:18])[CH2:15][CH2:16][N:30]2[CH2:31][CH2:32][N:27]([C:21]3[CH:26]=[CH:25][CH:24]=[CH:23][CH:22]=3)[CH2:28][CH2:29]2)=[C:7]2[C:12]=1[NH:11][C:10](=[O:13])[CH2:9][CH2:8]2 |f:1.2,4.5|. Procedure details: 26.8 Grams of 8-methoxy-5-(3-chloropropionyl)-3,4-dihydrocarbostyril and 16.5 g of sodium iodide were dissolved in 200 ml of dimethylformamide and the mixture was stirred at 40° C. for 1 hour. Then 11.1 g triethyl amine and 17.1 g of 4-phenylpiperazine were added to the mixture and stirred at 40° C. for 2 hours additionally. The reaction mixture was concentrated under a reduced pressure to obtain a residue. Then a 5%-sodium hydrogencarbonate aqueous solution and ether were added to the residue t... Starting materials: ClC1=CC=C2C(C(NC2=C1)=O)(CC1=CC(=CC=C1)Cl)N(C1=CC(=CC=C1)Cl)CC(=O)O ([[6-Chloro-3-(3-chloro-benzyl)-2-oxo-2,3-dihydro-1H-indol-3-yl]-(3-chloro-phenyl)-amino]-acetic acid), C1(CCCCC1)N (Cyclohexylamine), CCN=C=NCCCN(C)C.Cl (EDC.HCl), C=1C=CC2=C(C1)N=NN2O (HOBt), CCN(C(C)C)C(C)C (DIPEA). Solvent: C(C)#N (acetonitrile). Conditions: time 8 hour. Yields the product ClC1=CC=C2C(C(NC2=C1)=O)(CC1=CC(=CC=C1)Cl)N(CC(=O)NC1CCCCC1)C1=CC(=CC=C1)Cl (rac-2-[[6-Chloro-3-(3-chloro-benzyl)-2-oxo-2,3-dihydro-1H-indol-3-yl]-(3-chloro-phenyl)-amino]-N-cyclohexyl-acetamide). Isolated yield 40.8%. RXN SMILES: [Cl:1][C:2]1[CH:10]=[C:9]2[C:5]([C:6]([N:20]([CH2:28][C:29](O)=[O:30])[C:21]3[CH:26]=[CH:25][CH:24]=[C:23]([Cl:27])[CH:22]=3)([CH2:12][C:13]3[CH:18]=[CH:17][CH:16]=[C:15]([Cl:19])[CH:14]=3)[C:7](=[O:11])[NH:8]2)=[CH:4][CH:3]=1.[CH:32]1([NH2:38])[CH2:37][CH2:36][CH2:35][CH2:34][CH2:33]1.CCN=C=NCCCN(C)C.Cl.C1C=CC2N(O)N=NC=2C=1.CCN(C(C)C)C(C)C>C(#N)C>[Cl:1][C:2]1[CH:10]=[C:9]2[C:5]([C:6]([N:20]([C:21]3[CH:26]=[CH:25][CH:24]=[C:23]([Cl:27])[CH:22]=3)[CH2:28][C:29]([NH:38][CH:32]3[CH2:37][CH2:36][CH2:35][CH2:34][CH2:33]3)=[O:30])([CH2:12][C:13]3[CH:18]=[CH:17][CH:16]=[C:15]([Cl:19])[CH:14]=3)[C:7](=[O:11])[NH:8]2)=[CH:4][CH:3]=1 |f:2.3|. Procedure: The mixture of [[6-Chloro-3-(3-chloro-benzyl)-2-oxo-2,3-dihydro-1H-indol-3-yl]-(3-chloro-phenyl)-amino]-acetic acid 100 mg, 0.211 mmol), Cyclohexylamine (25 mg, 0.253 mmol), EDC.HCl (48 mmg, 0.253 mmol), HOBt (34 mmg, 0.253 mmol) and DIPEA (82 mmg, 0.633 mmol) in acetonitrile (2 mL) was stirred at room temperature for overnight. The crude was then purified with Prep-HPLC to give 48 mg of rac-2-[[6-Chloro-3-(3-chloro-benzyl)-2-oxo-2,3-dihydro-1H-indol-3-yl]-(3-chloro-phenyl)-amino]-N-cyclohexyl-a... Reactants: CC(C)(C)OC(=O)C(C)(C)Sc1nc(CCN)cs1, CCOC(C)=O, C1CCOC1, O=C1CCC(=O)N1C(=O)OCC1c2ccccc2-c2ccccc21. Yields the product CC(C)(C)OC(=O)C(C)(C)Sc1nc(CCNC(=O)OCC2c3ccccc3-c3ccccc32)cs1. RXN SMILES: [C:1]([CH3:2])([CH3:3])([CH3:4])[O:5][C:6]([C:7]([CH3:8])([CH3:9])[S:10][c:11]1[s:12][cH:13][c:14]([CH2:16][CH2:17][NH2:18])[n:15]1)=[O:19].[CH3:44][CH2:45][O:46][C:47](=[O:48])[CH3:49].[O:50]1[CH2:51][CH2:52][CH2:53][CH2:54]1.[cH:20]1[cH:21][cH:22][cH:23][c:24]2[c:32]1[CH:31]([CH2:33][O:34][C:35](=[O:36])[N:37]1[C:38](=[O:39])[CH2:40][CH2:41][C:42]1=[O:43])[c:30]1[c:25]-2[cH:26][cH:27][cH:28][cH:29]1>>[C:1]([CH3:2])([CH3:3])([CH3:4])[O:5][C:6]([C:7]([CH3:8])([CH3:9])[S:10][c:11]1[s:12][cH:13][c:14]([CH2:16][CH2:17][NH:18][C:35]([O:34][CH2:33][CH:31]2[c:30]3[c:25]([cH:26][cH:27][cH:28][cH:29]3)-[c:24]3[cH:23][cH:22][cH:21][cH:20][c:32]32)=[O:36])[n:15]1)=[O:19]. Reactants: C1CNCCN1, CC(C)O, Clc1ncnc2c1cnn2-c1ccccc1. The product is c1ccc(-n2ncc3c(N4CCNCC4)ncnc32)cc1. As a reaction SMILES: [CH2:1]1[CH2:2][NH:3][CH2:4][CH2:5][NH:6]1.[CH:23]([OH:24])([CH3:25])[CH3:26].[Cl:7][c:8]1[c:9]2[c:10]([n:11][cH:12][n:13]1)[n:14](-[c:17]1[cH:18][cH:19][cH:20][cH:21][cH:22]1)[n:15][cH:16]2>>[CH2:1]1[CH2:2][N:3]([c:8]2[c:9]3[c:10]([n:11][cH:12][n:13]2)[n:14](-[c:17]2[cH:18][cH:19][cH:20][cH:21][cH:22]2)[n:15][cH:16]3)[CH2:4][CH2:5][NH:6]1. Reactants: OC1=C(C=C(C[C@H](N)C(=O)O)C=C1[N+](=O)[O-])OC (4-hydroxy-3-methoxy-5-nitrophenylalanine), Br (hydrobromic acid). Product: Br.OC=1C=C(C[C@H](N)C(=O)O)C=C(C1O)[N+](=O)[O-] (3,4-Dihydroxy-5-nitrophenylalanine hydrobromide). As a reaction SMILES: [OH:1][C:2]1[C:13]([N+:14]([O-:16])=[O:15])=[CH:12][C:5]([CH2:6][C@@H:7]([C:9]([OH:11])=[O:10])[NH2:8])=[CH:4][C:3]=1[O:17]C.[BrH:19]>>[BrH:19].[OH:17][C:3]1[CH:4]=[C:5]([CH:12]=[C:13]([N+:14]([O-:16])=[O:15])[C:2]=1[OH:1])[CH2:6][C@@H:7]([C:9]([OH:11])=[O:10])[NH2:8] |f:2.3|. Procedure: A solution containing 1.2 g of 4-hydroxy-3-methoxy-5-nitrophenylalanine hydrosulfate in 10 ml of conc. hydrobromic acid was refluxed for 2 h. The solution was concentrated in vacuo and allowed to stand over night in a refrigerator. The product was filtered and washed with hydrobromic acid and dried. Yield 0.25 g, m.p. 170° C. (decomp.). The reactants are P(=O)(OCC)(OCC)OCC1=CC(=CC(=C1)OC)OC (diethyl 3,5-dimethoxybenzyl phosphate), C1(=CC=CC=C1)CC=O (phenylacetaldehyde). The product is COC1=CC(=CC(=C1)\C=C\CC1=CC=CC=C1)OC (1,3-dimethoxy-5-[(E)-3-phenylpropen-1-yl]benzene). Isolated yield 78.0%. RXN SMILES: P(O[CH2:10][C:11]1[CH:16]=[C:15]([O:17][CH3:18])[CH:14]=[C:13]([O:19][CH3:20])[CH:12]=1)(OCC)(OCC)=O.[C:21]1([CH2:27][CH:28]=O)[CH:26]=[CH:25][CH:24]=[CH:23][CH:22]=1>>[CH3:20][O:19][C:13]1[CH:12]=[C:11](/[CH:10]=[CH:28]/[CH2:27][C:21]2[CH:26]=[CH:25][CH:24]=[CH:23][CH:22]=2)[CH:16]=[C:15]([O:17][CH3:18])[CH:14]=1. Procedure details: Use diethyl 3,5-dimethoxybenzyl phosphate and phenylacetaldehyde as materials, and follow the method described in Example 5 to obtain a pale yellow solid as the target product (78%). 1H NMR (400 MHz, DMSO-d6): 3.22 (d, J=7.6 Hz, 2H), 3.79 (s, 6H), 6.25 (s, 1H), 6.34 (d, J=16.0 Hz, 1H), 6.66 (m, 1H), 6.72 (s, 2H), 7.16 (m, 3H), 7.27 (m, 2H). Reactants: CC(C)(C)c1ccc(C(=O)O)cc1[N+](=O)[O-], ClCCl, CO, CN(C)C=O, O=C(Cl)C(=O)Cl, c1ccncc1. The product is COC(=O)c1ccc(C(C)(C)C)c([N+](=O)[O-])c1. RXN SMILES: [C:7]([CH3:8])([CH3:9])([CH3:10])[c:11]1[c:12]([N+:20](=[O:21])[O-:22])[cH:13][c:14]([C:15](=[O:16])[OH:17])[cH:18][cH:19]1.[CH2:31]([Cl:32])[Cl:33].[CH3:29][OH:30].[CH3:34][N:35]([CH3:36])[CH:37]=[O:38].[Cl:1][C:2]([C:3]([Cl:4])=[O:5])=[O:6].[cH:23]1[cH:24][cH:25][n:26][cH:27][cH:28]1>>[CH3:2][O:17][C:15]([c:14]1[cH:13][c:12]([N+:20](=[O:21])[O-:22])[c:11]([C:7]([CH3:8])([CH3:9])[CH3:10])[cH:19][cH:18]1)=[O:16].